The task is: describe an organic reaction: reactants, conditions, products, and yield. This data is from the Open Reaction Database (ORD), a public repository of structured organic reaction records. The reactants are BrC=1C=CC(=C(C1)C12C(OCC2C1)=O)F ((1SR,5RS)-1-(5-bromo-2-fluoro-phenyl)-3-oxa-bicyclo[3.1.0]hexan-2-one), N (ammonia). The solvent is O1CCOCC1 (dioxane). Run at temperature 23 celsius, time 2 day. Product: BrC=1C=CC(=C(C1)C1(C(C1)CO)C(=O)N)F ((1S R,2RS)-1-(5-Bromo-2-fluoro-phenyl)-2-hydroxymethyl-cyclopropanecarboxylic acid amide). As a reaction SMILES: [Br:1][C:2]1[CH:3]=[CH:4][C:5]([F:15])=[C:6]([C:8]23[CH2:13][CH:12]2[CH2:11][O:10][C:9]3=[O:14])[CH:7]=1.[NH3:16]>O1CCOCC1>[Br:1][C:2]1[CH:3]=[CH:4][C:5]([F:15])=[C:6]([C:8]2([C:9]([NH2:16])=[O:14])[CH2:13][CH:12]2[CH2:11][OH:10])[CH:7]=1. Procedure details: To a suspension of (1SR,5RS)-1-(5-bromo-2-fluoro-phenyl)-3-oxa-bicyclo[3.1.0]hexan-2-one (intermediate B5A) (4.6 g, 17 mmol) in dioxane (20 ml) at 23° C. was added ammonia (7 M in MeOH, 40 ml) and the mixture was stirred at 23° C. for 2 days (not complete). Evaporated all volatiles and directly subjected to silica gel chromatography with n-heptane/ethyl acetate to give recovered starting material (0.98 g, 21%) and the title compound as a white solid (3.5 g, 72%). MS (ISP): m/z=287.9 [(M+H)+] and... Product: NC=1OC=C(N1)COC=1C(=NC=C(N1)Cl)NS(=O)(=O)C1=C(C(=CC=C1)Cl)Cl (N-[3-[(2-amino-4-oxazolyl)methoxy]-5-chloro-2-pyrazinyl]-2,3-dichlorobenzenesulphonamide), BOC (tert-butyl carbonyl). As a reaction SMILES: C(OC(=O)[NH:7][C:8]1[O:9][CH:10]=[C:11]([CH2:13][OH:14])[N:12]=1)(C)(C)C.[Cl:16][C:17]1[C:22]([Cl:23])=[CH:21][CH:20]=[CH:19][C:18]=1[S:24]([NH:27][C:28]1[C:33](Cl)=[N:32][C:31]([Cl:35])=[CH:30][N:29]=1)(=[O:26])=[O:25]>>[NH2:7][C:8]1[O:9][CH:10]=[C:11]([CH2:13][O:14][C:33]2[C:28]([NH:27][S:24]([C:18]3[CH:19]=[CH:20][CH:21]=[C:22]([Cl:23])[C:17]=3[Cl:16])(=[O:26])=[O:25])=[N:29][CH:30]=[C:31]([Cl:35])[N:32]=2)[N:12]=1. Reported procedure: Prepared by the method of Example 112 using (4-hydroxymethyl-2-oxazolyl)carbamic acid tert-butyl ester (Example 212a) (0.12 g) and 2,3-dichloro-N-(3,5-dichloro-2-pyrazinyl)benzenesulphonamide (Example 74) (0.21 g). Purification was by silica gel chromatography eluting with ethyl acetate/iso-hexane mixtures to give the title compound with the BOC (tert-butyl carbonyl) attached (0.11 g). This compound was dissolved in trifluoroacetic acid (1.5 mL) and dichloromethane (1.5 mL). After 2 h, the solut... The reactants are C(C)(C)(C)OC(NC=1OC=C(N1)CO)=O ((4-hydroxymethyl-2-oxazolyl)carbamic acid tert-butyl ester), ClC1=C(C=CC=C1Cl)S(=O)(=O)NC1=NC=C(N=C1Cl)Cl (2,3-dichloro-N-(3,5-dichloro-2-pyrazinyl)benzenesulphonamide).